From a dataset of the Open Reaction Database (ORD), a public repository of structured organic reaction records. describe an organic reaction: reactants, conditions, products, and yield Reactants: C(C)OC(=O)C=1N=C(SC1)C1(CCN(CC1)C(=O)OCCCC)F (butyl 4-[4-(ethoxycarbonyl)-1,3-thiazol-2-yl]-4-fluoropiperidine-1-carboxylate), Cl (hydrogen chloride). Solvent: O1CCOCC1 (dioxane). Conditions: temperature 0 celsius. The product is [Cl-].C(C)OC(=O)C=1N=C(SC1)C1(CC[NH2+]CC1)F (4-[4-(Ethoxycarbonyl)-1,3-thiazol-2-yl]-4-fluoropiperidinium chloride). As a reaction SMILES: [CH2:1]([O:3][C:4]([C:6]1[N:7]=[C:8]([C:11]2([F:24])[CH2:16][CH2:15][N:14](C(OCCCC)=O)[CH2:13][CH2:12]2)[S:9][CH:10]=1)=[O:5])[CH3:2].[ClH:25]>O1CCOCC1>[Cl-:25].[CH2:1]([O:3][C:4]([C:6]1[N:7]=[C:8]([C:11]2([F:24])[CH2:16][CH2:15][NH2+:14][CH2:13][CH2:12]2)[S:9][CH:10]=1)=[O:5])[CH3:2] |f:3.4|. Procedure: To tent-butyl 4-[4-(ethoxycarbonyl)-1,3-thiazol-2-yl]-4-fluoropiperidine-1-carboxylate (8.80 g) was added, under an argon atmosphere at 0° C., a solution of hydrogen chloride in dioxane (4 M, 92 ml). The mixture was stirred at 0° C. and then slowly warmed to room temperature. After stirring for 24 hours, the excess acid and the solvent were removed under reduced pressure. This gave 4-[4-(ethoxycarbonyl)-1,3-thiazol-2-yl]-4-fluoropiperidinium chloride (7.70 g). Starting materials: ClC1=C(C=CC=C1)S(=O)(=O)N (o-chlorobenzenesulfonamide), S(=O)(Cl)Cl (thionyl chloride), ClC(=O)SCl (chlorocarbonylsulfenyl chloride). The reagents and catalysts are N1=CC=CC=C1 (pyridine). Yields the product ClC1=C(C=CC=C1)S(=O)(=O)N=C=O (o-Chlorophenylsulfonyl isocyanate). RXN SMILES: [Cl:1][C:2]1[CH:7]=[CH:6][CH:5]=[CH:4][C:3]=1[S:8]([NH2:11])(=[O:10])=[O:9].S(Cl)(Cl)=O.Cl[C:17](SCl)=[O:18]>N1C=CC=CC=1>[Cl:1][C:2]1[CH:7]=[CH:6][CH:5]=[CH:4][C:3]=1[S:8]([N:11]=[C:17]=[O:18])(=[O:10])=[O:9]. Procedure: In a flask equipped with a stirrer, reflux condenser and nitrogen bubbling apparatus, were mixed 5 g (0.03 mole) o-chlorobenzenesulfonamide, 50 ml (0.686 mole) thionyl chloride and 2 drops of pyridine. Then 3.9 g (0.03 mole) chlorocarbonylsulfenyl chloride was slowly added. Starting materials: CCO, CC(=O)Nc1cc2c(cc1[N+](=O)[O-])OCC2, N. Yields the product Nc1cc2c(cc1[N+](=O)[O-])OCC2. As a reaction SMILES: [CH3:18][CH2:19][OH:20].[N+:1](=[O:2])([O-:3])[c:4]1[cH:5][c:6]2[c:7]([cH:11][c:12]1[NH:13][C:14](=[O:15])[CH3:16])[CH2:8][CH2:9][O:10]2.[NH3:17]>>[N+:1](=[O:2])([O-:3])[c:4]1[cH:5][c:6]2[c:7]([cH:11][c:12]1[NH2:13])[CH2:8][CH2:9][O:10]2.